This data is from the Open Reaction Database (ORD), a public repository of structured organic reaction records. The task is: describe an organic reaction: reactants, conditions, products, and yield Starting materials: C1=C(C=C(C(=C1I)I)C(=O)O)I.C1CCCCC1 (TIBA cyclohexane), C1(=CC=CC=C1)C (toluene). Yields the product C1=C(C=C(C(=C1I)I)C(=O)O)I (TIBA). RXN SMILES: [CH:1]1[C:6]([I:7])=[C:5]([I:8])[C:4]([C:9]([OH:11])=[O:10])=[CH:3][C:2]=1[I:12].C1CCCCC1.C1(C)C=CC=CC=1>>[CH:1]1[C:6]([I:7])=[C:5]([I:8])[C:4]([C:9]([OH:11])=[O:10])=[CH:3][C:2]=1[I:12] |f:0.1|. Procedure details: 13.5 mL of TIBA/cyclohexane solution (113 g/L) were mixed with 3.2 mL of MAO/toluene solution (Albemarle 30% wt/wt, d=0.92 g/mL, 15.3 mmol MAO) to obtain a MAO/TIBA molar ratio of 2:1. The solution was stirred for 1 h at room temperature and transferred into a 50 mL Schlenk flask containing C-1 (28.4 mg, 38.3 μmol). The final solution was diluted with 7.7 mL of cyclohexane. Final mixture concentration=100 gTOT/L and 1.165 gmetallocene/L; color=dark red solution. Starting materials: BrC1=CC=C2OC=3C(=CC(=CC3[C@]3(C2=C1)N=C(OCC3)N)OC)F ((S)-7′-bromo-4′-fluoro-2′-methoxy-5,6-dihydrospiro[[1,3]oxazine-4,9′-xanthen]-2-amine), N1=CC(=CC=C1)B(O)O (pyridin-3-ylboronic acid), O1CCC(=CC1)B1OC(C(O1)(C)C)(C)C (2-(3,6-dihydro-2H-pyran-4-yl)-4,4,5,5-tetramethyl-1,3,2-dioxaborolane). The product is O1CCC(=CC1)C1=CC=2[C@]3(C4=CC(=CC=C4OC2C(=C1)F)C=1C=NC=CC1)N=C(OCC3)N ((S)-2′-(3,6-dihydro-2H-pyran-4-yl)-4′-flouro-7′-(pyridin-3-yl)-5,6-dihydrospiro[[1,3]oxazine-4,9′-xanthen]-2-amine). RXN SMILES: Br[C:2]1[CH:15]=[C:14]2[C:5]([O:6][C:7]3[C:8]([F:24])=[CH:9][C:10](OC)=[CH:11][C:12]=3[C@@:13]32[CH2:20][CH2:19][O:18][C:17]([NH2:21])=[N:16]3)=[CH:4][CH:3]=1.[N:25]1[CH:30]=[CH:29][CH:28]=[C:27](B(O)O)[CH:26]=1.[O:34]1[CH2:39][CH:38]=[C:37](B2OC(C)(C)C(C)(C)O2)[CH2:36][CH2:35]1>>[O:34]1[CH2:35][CH:36]=[C:37]([C:10]2[CH:9]=[C:8]([F:24])[C:7]3[O:6][C:5]4[C:14](=[CH:15][C:2]([C:27]5[CH:26]=[N:25][CH:30]=[CH:29][CH:28]=5)=[CH:3][CH:4]=4)[C@@:13]4([CH2:20][CH2:19][O:18][C:17]([NH2:21])=[N:16]4)[C:12]=3[CH:11]=2)[CH2:38][CH2:39]1. Procedure: The title compound was synthesized by steps analogous to those described in method A7 above, but using intermediate 20B, pyridin-3-ylboronic acid and 2-(3,6-dihydro-2H-pyran-4-yl)-4,4,5,5-tetramethyl-1,3,2-dioxaborolane. Starting materials: Cl (hydrochloric acid), methyl cellulose, C1=C(C(=CC(=C1O)O)O)CCN (6-OHDA), CN1CCC=2C=CC=C3C2[C@H]1CC4=C3C(=C(C=C4)O)O (Apomorphine), O=C1C(O)=C(O)[C@H](O1)[C@@H](O)CO (L-ascorbic acid), CNCCCN1C=2C=CC=CC2CCC3=C1C=CC=C3 (Desipramine), CCCN(CCC)CCC=1C=CC=C2C1CC(=O)N2 (Ropinirole). Run in CC(=O)N(C)C (DMA), O (water). The product is Cl.OC1=CC(=C(C=C1CCN)O)O (6-hydroxydopamine hydrochloride). RXN SMILES: [CH:1]1[C:6]([OH:7])=[C:5]([OH:8])[CH:4]=[C:3]([OH:9])[C:2]=1[CH2:10][CH2:11][NH2:12].O=C1O[C@H]([C@H](CO)O)C(O)=C1O.CNCCCN1C2C=CC=CC=2CCC2C=CC=CC1=2.CN1[C@@H]2CC3C=CC(O)=C(O)C=3C3C2=C(C=CC=3)CC1.CCCN(CCC1C=CC=C2NC(=O)CC=12)CCC.[ClH:84]>O.CC(N(C)C)=O>[ClH:84].[OH:9][C:3]1[C:2]([CH2:10][CH2:11][NH2:12])=[CH:1][C:6]([OH:7])=[C:5]([OH:8])[CH:4]=1 |f:8.9|. Procedure: 6-OHDA was dissolved at 2 mg/mL in a physiolosical saline solution containing 0.2% L-ascorbic acid. Desipramine was dissolved at 10 mg/mL in a physiolosical saline solution in a hot-water bath. Apomorphine was dissolved at 0.1 mg/mL in a physiolosical saline solution. Ropinirole was dissolved in distilled water. Test compounds were dissolved in a solution containing 2% DMA, 100 or 200 mol % hydrochloric acid, and 98% of a 0.5% methyl cellulose solution. The reactants are C(CC(=O)OCC)(=O)OCC (Diethyl malonate), [H-].[Na+] (sodium hydride), ClCC(=O)Cl (chloroacetyl chloride). Solvent: O (water), O1CCCC1 (tetrahydrofuran). Run at time 1 hour. The product is C(C)OC=1OCC(C1C(=O)OCC)=O (ethyl 2-ethoxy-4-oxo-4,5-dihydrofuran-3-carboxylate). RXN SMILES: [C:1]([O:9][CH2:10][CH3:11])(=[O:8])[CH2:2][C:3]([O:5][CH2:6][CH3:7])=[O:4].[H-].[Na+].Cl[CH2:15][C:16](Cl)=[O:17]>O1CCCC1.O>[CH2:10]([O:9][C:1]1[O:8][CH2:15][C:16](=[O:17])[C:2]=1[C:3]([O:5][CH2:6][CH3:7])=[O:4])[CH3:11] |f:1.2|. Procedure: Diethyl malonate (8.0 mL, 0.052 mol) was added dropwise to a solution of sodium hydride (60% w/w in oil, 4.2 g, 0.11 mol) in anhydrous tetrahydrofuran (130 mL) that cooled with ice bath. The mixture was refluxed for 7 min. The reaction mixture was cooled with ice bath, chloroacetyl chloride (4.2 mL, 0.052 mol) was added dropwise to the reaction mixture and stirred for 1 h then stirred at 45° C. for 1 h. Cooled to ambient temperature, the reaction mixture was diluted with water, and extracted wit... Reactants: [Mg] (magnesium), chloro, C(C)Br (ethyl bromide), [Cl-].[NH4+] (ammonium chloride), ClC1CCN(CC1)C (4-chloro-N-methylpiperidine), hydrochloride salt, BrC1=CC=2C(C3=CC=CC=C3SC2C=C1)=O (2-Bromothioxanthone). The solvent is O1CCCC1 (tetrahydrofuran), O1CCCC1 (tetrahydrofuran). Run at time 3 day. The product is BrC1=CC=2C(C3=CC=CC=C3SC2C=C1)(O)C1CCN(CC1)C (2-bromo-9(1-methyl-4-piperidyl)thioxanthene-9-ol). RXN SMILES: [Mg].Cl[CH:3]1[CH2:8][CH2:7][N:6]([CH3:9])[CH2:5][CH2:4]1.C(Br)C.[Br:13][C:14]1[CH:27]=[CH:26][C:25]2[S:24][C:23]3[C:18](=[CH:19][CH:20]=[CH:21][CH:22]=3)[C:17](=[O:28])[C:16]=2[CH:15]=1.[Cl-].[NH4+]>O1CCCC1>[Br:13][C:14]1[CH:27]=[CH:26][C:25]2[S:24][C:23]3[C:18](=[CH:19][CH:20]=[CH:21][CH:22]=3)[C:17]([CH:3]3[CH2:8][CH2:7][N:6]([CH3:9])[CH2:5][CH2:4]3)([OH:28])[C:16]=2[CH:15]=1 |f:4.5|. Procedure details: To 1.2 l g. (0.05 mol) of magnesium turnings covered by tetrahydrofuran in an Argon atmosphere is added about 0.5 g. of 4-chloro-N-methylpiperidine (from 8.5 g., 0.025 mol of the hydrochloride salt) and a small amount of ethyl bromide. The mixture is heated until the reaction is initiated, the remainder of the chloro compound in about 20 ml. of tetrahydrofuran is added and the mixture is refluxed for four hours. 2-Bromothioxanthone (7.3 g., 0.025 mol) is added and the mixture is refluxed for fiv... Reactants: C1CCOC1, Cc1cc([Si](C)(C)C)c(F)c(F)c1C(=O)C1CCCN(C(=O)OC(C)(C)C)C1. Yields the product Cc1ccc(F)c(F)c1C(=O)C1CCCN(C(=O)OC(C)(C)C)C1. Reaction SMILES: [CH2:29]1[O:30][CH2:31][CH2:32][CH2:33]1.[F:1][c:2]1[c:3]([C:4](=[O:5])[CH:6]2[CH2:7][N:8]([C:12](=[O:13])[O:14][C:15]([CH3:16])([CH3:17])[CH3:18])[CH2:9][CH2:10][CH2:11]2)[c:19]([CH3:28])[cH:20][c:21]([Si:24]([CH3:25])([CH3:26])[CH3:27])[c:22]1[F:23]>>[F:1][c:2]1[c:3]([C:4](=[O:5])[CH:6]2[CH2:7][N:8]([C:12](=[O:13])[O:14][C:15]([CH3:16])([CH3:17])[CH3:18])[CH2:9][CH2:10][CH2:11]2)[c:19]([CH3:28])[cH:20][cH:21][c:22]1[F:23]. The reactants are OCCC(O)c1cn(C(c2ccccc2)(c2ccccc2)c2ccccc2)cn1, ClCCl. Product: O=C(CCO)c1cn(C(c2ccccc2)(c2ccccc2)c2ccccc2)cn1. Reaction SMILES: [C:1]([c:2]1[cH:3][cH:4][cH:5][cH:6][cH:7]1)([c:8]1[cH:9][cH:10][cH:11][cH:12][cH:13]1)([c:14]1[cH:15][cH:16][cH:17][cH:18][cH:19]1)[n:20]1[cH:21][n:22][c:23]([CH:25]([CH2:26][CH2:27][OH:28])[OH:29])[cH:24]1.[Cl:30][CH2:31][Cl:32]>>[C:1]([c:2]1[cH:3][cH:4][cH:5][cH:6][cH:7]1)([c:8]1[cH:9][cH:10][cH:11][cH:12][cH:13]1)([c:14]1[cH:15][cH:16][cH:17][cH:18][cH:19]1)[n:20]1[cH:21][n:22][c:23]([C:25]([CH2:26][CH2:27][OH:28])=[O:29])[cH:24]1. The reactants are BrB(Br)Br, COc1ccc2c(Oc3ccc(OCCN4CCCCC4)cc3)c(-c3cccs3)ccc2c1, ClCCl, Cl. Product: Cl, Oc1ccc2c(Oc3ccc(OCCN4CCCCC4)cc3)c(-c3cccs3)ccc2c1. As a reaction SMILES: [B:35]([Br:36])([Br:37])[Br:38].[CH3:1][O:2][c:3]1[cH:4][c:5]2[cH:6][cH:7][c:8](-[c:29]3[s:30][cH:31][cH:32][cH:33]3)[c:9]([O:13][c:14]3[cH:15][cH:16][c:17]([O:18][CH2:19][CH2:20][N:21]4[CH2:22][CH2:23][CH2:24][CH2:25][CH2:26]4)[cH:27][cH:28]3)[c:10]2[cH:11][cH:12]1.[Cl:39][CH2:40][Cl:41].[ClH:34]>>[ClH:34].[OH:2][c:3]1[cH:4][c:5]2[cH:6][cH:7][c:8](-[c:29]3[s:30][cH:31][cH:32][cH:33]3)[c:9]([O:13][c:14]3[cH:15][cH:16][c:17]([O:18][CH2:19][CH2:20][N:21]4[CH2:22][CH2:23][CH2:24][CH2:25][CH2:26]4)[cH:27][cH:28]3)[c:10]2[cH:11][cH:12]1. Starting materials: CCO, NN, O, O=C1c2ccccc2C(=O)N1CCCCCN1CCC(OC(c2ccccc2)c2ccccc2)CC1. Product: NCCCCCN1CCC(OC(c2ccccc2)c2ccccc2)CC1. Reaction SMILES: [CH3:40][CH2:41][OH:42].[NH2:38][NH2:39].[OH2:37].[c:1]1([CH:7]([O:8][CH:9]2[CH2:10][CH2:11][N:12]([CH2:15][CH2:16][CH2:17][CH2:18][CH2:19][N:20]3[C:21](=[O:22])[c:23]4[cH:24][cH:25][cH:26][cH:27][c:28]4[C:29]3=[O:30])[CH2:13][CH2:14]2)[c:31]2[cH:32][cH:33][cH:34][cH:35][cH:36]2)[cH:2][cH:3][cH:4][cH:5][cH:6]1>>[c:1]1([CH:7]([O:8][CH:9]2[CH2:10][CH2:11][N:12]([CH2:15][CH2:16][CH2:17][CH2:18][CH2:19][NH2:20])[CH2:13][CH2:14]2)[c:31]2[cH:32][cH:33][cH:34][cH:35][cH:36]2)[cH:2][cH:3][cH:4][cH:5][cH:6]1. Starting materials: COC(=O)CBr, O=C([O-])[O-], Cc1cc(OCC(=O)OC(C)(C)C)ccc1N, [K+], [K+], CN(C)C=O, O. The product is COC(=O)CNc1ccc(OCC(=O)OC(C)(C)C)cc1C. RXN SMILES: [Br:24][CH2:25][C:26](=[O:27])[O:28][CH3:29].[C:18](=[O:19])([O-:20])[O-:21].[C:1]([CH3:2])([CH3:3])([CH3:4])[O:5][C:6]([CH2:7][O:8][c:9]1[cH:10][c:11]([CH3:16])[c:12]([NH2:15])[cH:13][cH:14]1)=[O:17].[K+:22].[K+:23].[O:31]=[CH:32][N:33]([CH3:34])[CH3:35].[OH2:30]>>[C:1]([CH3:2])([CH3:3])([CH3:4])[O:5][C:6]([CH2:7][O:8][c:9]1[cH:10][c:11]([CH3:16])[c:12]([NH:15][CH2:25][C:26](=[O:27])[O:28][CH3:29])[cH:13][cH:14]1)=[O:17].